From a dataset of the Open Reaction Database (ORD), a public repository of structured organic reaction records. describe an organic reaction: reactants, conditions, products, and yield Reactants: [Br-], C1CCOC1, C[Mg+], O=C1CCN(Cc2ccccc2)C1. The product is CC1(O)CCN(Cc2ccccc2)C1. As a reaction SMILES: [Br-:14].[CH2:17]1[O:18][CH2:19][CH2:20][CH2:21]1.[CH3:15][Mg+:16].[c:1]1([CH2:7][N:8]2[CH2:9][C:10](=[O:13])[CH2:11][CH2:12]2)[cH:2][cH:3][cH:4][cH:5][cH:6]1>>[c:1]1([CH2:7][N:8]2[CH2:9][C:10]([OH:13])([CH3:15])[CH2:11][CH2:12]2)[cH:2][cH:3][cH:4][cH:5][cH:6]1. The reactants are C(C)(=O)OC(C)=O (acetic anhydride), N1=CC=CC=C1 (pyridine), C(C)(C)(C)NC(=O)C=1N(CCNC1)C(C)=O (1-acetyl-1,4,5,6-tetrahydropyrazine-2-carboxylic acid tert-butylamide), [OH-].[Na+] (sodium hydroxide). The solvent is O (water). Reaction conditions: temperature 25 celsius, time 4 hour. The product is C(C)(C)(C)NC(=O)C=1N(CCN(C1)C(C)=O)C(C)=O (1,4-Diacetyl-1,4,5,6-tetrahydropyrazine-2-carboxylic acid tert-butylamide). Yield: 48.0%. RXN SMILES: [C:1](OC(=O)C)(=[O:3])[CH3:2].N1C=CC=CC=1.[C:14]([NH:18][C:19]([C:21]1[N:22]([C:27](=[O:29])[CH3:28])[CH2:23][CH2:24][NH:25][CH:26]=1)=[O:20])([CH3:17])([CH3:16])[CH3:15].[OH-].[Na+]>O>[C:14]([NH:18][C:19]([C:21]1[N:22]([C:27](=[O:29])[CH3:28])[CH2:23][CH2:24][N:25]([C:1](=[O:3])[CH3:2])[CH:26]=1)=[O:20])([CH3:17])([CH3:15])[CH3:16] |f:3.4|. Procedure: 16.7 g (163 mmol) of acetic anhydride and 12.4 g (157 mmol) of pyridine were added to 20.00 g (88.8 mmol) of 1-acetyl-1,4,5,6-tetrahydropyrazine-2-carboxylic acid tert-butylamide and the mixture was stirred for 4 hours at 25° C. 100 ml of water was then added and the pH was adjusted to 6 with 30 ml of sodium hydroxide solution (20%). Extraction was then carried out by shaking with three times 100 ml of methyl ethyl ketone. The combined organic extracts were dried over magnesium sulfate, toluene ... The reactants are CS(=O)C (DMSO), C(C(=O)Cl)(=O)Cl (oxalyl chloride), Example 194, C(C)N(C1=CC(=C(C=C1)NC(C1=CC(C(=O)N(C)CCO)=CC=C1)=O)C1=NC=CC(=C1)C(N[C@H]1CCCC2=CC=CC=C12)=O)CC ((S)—N1-(4-(diethylamino)-2-(4-((1,2,3,4-tetrahydronaphthalen-1-yl)carbamoyl)pyridin-2-yl)phenyl)-N3-(2-hydroxyethyl)-N3-methylisophthalamide). Solvent: C(Cl)Cl (DCM), C(Cl)Cl (DCM), C(Cl)Cl (DCM). Conditions: temperature -78 celsius, time 15 minute. The product is C(C)N(C1=CC(=C(C=C1)NC(C1=CC(C(=O)N(CC=O)C)=CC=C1)=O)C1=NC=CC(=C1)C(N[C@H]1CCCC2=CC=CC=C12)=O)CC ((S)—N1-(4-(diethylamino)-2-(4-((1,2,3,4-tetrahydronaphthalen-1-yl)carbamoyl)pyridin-2-yl)phenyl)-N3-methyl-N3-(2-oxoethyl)isophthalamide). RXN SMILES: CS(C)=O.C(Cl)(=O)C(Cl)=O.[CH2:11]([N:13]([CH2:55][CH3:56])[C:14]1[CH:19]=[CH:18][C:17]([NH:20][C:21](=[O:35])[C:22]2[CH:34]=[CH:33][CH:32]=[C:24]([C:25]([N:27]([CH2:29][CH2:30][OH:31])[CH3:28])=[O:26])[CH:23]=2)=[C:16]([C:36]2[CH:41]=[C:40]([C:42](=[O:54])[NH:43][C@@H:44]3[C:53]4[C:48](=[CH:49][CH:50]=[CH:51][CH:52]=4)[CH2:47][CH2:46][CH2:45]3)[CH:39]=[CH:38][N:37]=2)[CH:15]=1)[CH3:12]>C(Cl)Cl>[CH2:55]([N:13]([CH2:11][CH3:12])[C:14]1[CH:19]=[CH:18][C:17]([NH:20][C:21](=[O:35])[C:22]2[CH:34]=[CH:33][CH:32]=[C:24]([C:25]([N:27]([CH3:28])[CH2:29][CH:30]=[O:31])=[O:26])[CH:23]=2)=[C:16]([C:36]2[CH:41]=[C:40]([C:42](=[O:54])[NH:43][C@@H:44]3[C:53]4[C:48](=[CH:49][CH:50]=[CH:51][CH:52]=4)[CH2:47][CH2:46][CH2:45]3)[CH:39]=[CH:38][N:37]=2)[CH:15]=1)[CH3:56]. Procedure: To a solution of DMSO (4.8 mmol, 375 mg) in DCM (3 mL) at −78° C. was added a solution of oxalyl chloride (2.4 mmol, 305 mg) in DCM (0.4 mL). The mixture was stirred at −78° C. for 15 minutes. Then a solution of (S)—N1-(4-(diethylamino)-2-(4-((1,2,3,4-tetrahydronaphthalen-1-yl)carbamoyl)pyridin-2-yl)phenyl)-N3-(2-hydroxyethyl)-N3-methylisophthalamide Example 194 (1.2 mmol, 742 mg) in DCM (1.7 mL) was added dropwise. The mixture was stirred at −78° C. for 3 h and quenched with triethylamine (0.85... Starting materials: CCN(CC)C(=O)Oc1ccc(OC)cc1 (substrate), Cc1ccc(B(O)O)cc1 (effective_coupling_partner). Reagents/catalysts: PCy3. Conditions: temperature 180 celsius, time 10 minute. The product is COc2ccc(c1ccc(C)cc1)cc2. Starting materials: ClC1=CC=C(C=C1)C1(CCNCC1)C1=CC=C(C=C1)I (4-(4-chloro-phenyl)-4-(4-iodo-phenyl)-piperidine), [Cu]C#N (copper (I) cyanide). Run in CN(C)C=O (DMF), C(C)(=O)OCC (ethyl acetate). Reaction conditions: temperature 140 celsius. The product is ClC1=CC=C(C=C1)C1(CCNCC1)C1=CC=C(C#N)C=C1 (4-[4-(4-Chloro-phenyl)-piperidin-4-yl]-benzonitrile). Isolated yield 16.0%. Reaction SMILES: [Cl:1][C:2]1[CH:7]=[CH:6][C:5]([C:8]2([C:14]3[CH:19]=[CH:18][C:17](I)=[CH:16][CH:15]=3)[CH2:13][CH2:12][NH:11][CH2:10][CH2:9]2)=[CH:4][CH:3]=1.[Cu][C:22]#[N:23]>CN(C=O)C.C(OCC)(=O)C>[Cl:1][C:2]1[CH:7]=[CH:6][C:5]([C:8]2([C:14]3[CH:19]=[CH:18][C:17]([C:22]#[N:23])=[CH:16][CH:15]=3)[CH2:13][CH2:12][NH:11][CH2:10][CH2:9]2)=[CH:4][CH:3]=1. Procedure: A mixture of 4-(4-chloro-phenyl)-4-(4-iodo-phenyl)-piperidine and copper (I) cyanide in DMF was heated at 140° C. under nitrogen for 6 hours then allowed to cool. The mixture was diluted with ethyl acetate, washed with a mixture of conc. ammonia and brine (×5), dried (MgSO4), filtered and concentrated to give a residue which was partially purified by column chromatography (SiO2), eluting with a gradient of 2M ammonia in methanol (5% to 10%) and dichloromethane to afford the title compound (46 mg...